The task is: describe an organic reaction: reactants, conditions, products, and yield. This data is from the Open Reaction Database (ORD), a public repository of structured organic reaction records. Reactants: CCOC(C)=O, CCN(CC)C(=O)c1ccc(C)cc1C=O, CCCCCC, Cl, O. Yields the product Cc1ccc2c(c1)C(O)OC2=O. RXN SMILES: [C:17]([O:18][CH2:20][CH3:21])(=[O:19])[CH3:22].[CH2:1]([N:2]([CH2:3][CH3:15])[C:4]([c:5]1[c:6]([CH:12]=[O:13])[cH:7][c:8]([CH3:11])[cH:9][cH:10]1)=[O:14])[CH3:16].[CH3:23][CH2:24][CH2:25][CH2:26][CH2:27][CH3:28].[ClH:29].[OH2:30]>>[C:4]1(=[O:14])[c:5]2[c:6]([cH:7][c:8]([CH3:11])[cH:9][cH:10]2)[CH:12]([OH:19])[O:13]1. Starting materials: Brc1cccnc1, C1CCOC1, CCCCCC, Clc1ncccn1, N#CC1=C(C#N)C(=O)C(Cl)=C(Cl)C1=O, [Li]CCCC, [Na+], [OH-], O. Product: Clc1nccc(-c2cccnc2)n1. Reaction SMILES: [Br:6][c:7]1[cH:8][n:9][cH:10][cH:11][cH:12]1.[CH2:36]1[O:37][CH2:38][CH2:39][CH2:40]1.[CH3:42][CH2:43][CH2:44][CH2:45][CH2:46][CH3:47].[Cl:13][c:14]1[n:15][cH:16][cH:17][cH:18][n:19]1.[Cl:20][C:21]1=[C:32]([Cl:33])[C:30](=[O:31])[C:27]([C:28]#[N:29])=[C:24]([C:25]#[N:26])[C:22]1=[O:23].[Li:1][CH2:2][CH2:3][CH2:4][CH3:5].[Na+:35].[OH-:34].[OH2:41]>>[c:7]1(-[c:18]2[cH:17][cH:16][n:15][c:14]([Cl:13])[n:19]2)[cH:8][n:9][cH:10][cH:11][cH:12]1. The reactants are Intermediate 20, FC(C(=O)O)(F)F.C(CCC)OC=1NC(=C2N=C(N=C2N1)OC)N (2-(butyloxy)-8-(methyloxy)-1H-purin-6-amine trifluoroacetate), BrCCCCBr (1,4-dibromobutane), N1CCCC1 (pyrrolidine). Yields the product C(=O)O.C(CCC)OC1=NC(=C2N=C(N(C2=N1)CCCCN1CCCC1)OC)N (2-(Butyloxy)-8-(methyloxy)-9-[4-(1-pyrrolidinyl)butyl]-9H-purin-6-amine formic acid salt). RXN SMILES: FC(F)(F)[C:3]([OH:5])=[O:4].[CH2:8]([O:12][C:13]1[NH:14][C:15]([NH2:24])=[C:16]2[C:20]([N:21]=1)=[N:19][C:18]([O:22][CH3:23])=[N:17]2)[CH2:9][CH2:10][CH3:11].Br[CH2:26][CH2:27][CH2:28][CH2:29]Br.[NH:31]1[CH2:35][CH2:34][CH2:33][CH2:32]1>>[CH:3]([OH:5])=[O:4].[CH2:8]([O:12][C:13]1[N:21]=[C:20]2[C:16]([N:17]=[C:18]([O:22][CH3:23])[N:19]2[CH2:26][CH2:27][CH2:28][CH2:29][N:31]2[CH2:35][CH2:34][CH2:33][CH2:32]2)=[C:15]([NH2:24])[N:14]=1)[CH2:9][CH2:10][CH3:11] |f:0.1,4.5|. Procedure: Prepared similarly to Intermediate 20 from 2-(butyloxy)-8-(methyloxy)-1H-purin-6-amine trifluoroacetate, 1,4-dibromobutane and pyrrolidine but with mass directed autopreparation using Method D. Reactants: C(C1=CC=CC=C1)OC(=O)NC1=CN=C(N(C1=O)CC(=O)NC(C(C(F)(F)C(NCC1=CC=CC=C1)=O)O)CC1=CC=CC=C1)C1=CC(=CC=C1)Cl (2-[5-benzyloxycarbonylamino-2-(3-chlorophenyl)-1,6-dihydro-6-oxo-1-pyrimidinyl]-N-[1-benzyl-3-[N-(benzyl)carbamoyl]-3,3-difluoro-2-hydroxypropyl]acetamide), C1(=CC=CC=C1)C (toluene), ClC(C(=O)O)Cl (dichloroacetic acid), Cl (hydrochloric acid). Run in CS(=O)C (DMSO). Product: C(C1=CC=CC=C1)OC(=O)NC1=CN=C(N(C1=O)CC(=O)NC(C(C(F)(F)C(NCC1=CC=CC=C1)=O)=O)CC1=CC=CC=C1)C1=CC(=CC=C1)Cl (2-[5-benzyloxycarbonylamino-2-(3-chlorophenyl)-1,6-dihydro-6-oxo-1-pyrimidinyl]-N-[1-benzyl-3-[N-(benzyl)carbamoyl]-3,3-difluoro-2-oxopropyl]acetamide). Yield: 76.5%. RXN SMILES: [CH2:1]([O:8][C:9]([NH:11][C:12]1[C:17](=[O:18])[N:16]([CH2:19][C:20]([NH:22][CH:23]([CH2:39][C:40]2[CH:45]=[CH:44][CH:43]=[CH:42][CH:41]=2)[CH:24]([OH:38])[C:25]([C:28](=[O:37])[NH:29][CH2:30][C:31]2[CH:36]=[CH:35][CH:34]=[CH:33][CH:32]=2)([F:27])[F:26])=[O:21])[C:15]([C:46]2[CH:51]=[CH:50][CH:49]=[C:48]([Cl:52])[CH:47]=2)=[N:14][CH:13]=1)=[O:10])[C:2]1[CH:7]=[CH:6][CH:5]=[CH:4][CH:3]=1.C1(C)C=CC=CC=1.ClC(Cl)C(O)=O.Cl>CS(C)=O>[CH2:1]([O:8][C:9]([NH:11][C:12]1[C:17](=[O:18])[N:16]([CH2:19][C:20]([NH:22][CH:23]([CH2:39][C:40]2[CH:45]=[CH:44][CH:43]=[CH:42][CH:41]=2)[C:24](=[O:38])[C:25]([C:28](=[O:37])[NH:29][CH2:30][C:31]2[CH:32]=[CH:33][CH:34]=[CH:35][CH:36]=2)([F:26])[F:27])=[O:21])[C:15]([C:46]2[CH:51]=[CH:50][CH:49]=[C:48]([Cl:52])[CH:47]=2)=[N:14][CH:13]=1)=[O:10])[C:2]1[CH:7]=[CH:6][CH:5]=[CH:4][CH:3]=1. Procedure details: To a solution of the objective compound of step (14) (69 g, 95 mmol) and WSCIHCl (99.87 g, 0.5209 mol) in DMSO (590 mL)-toluene (590 mL) was added dichloroacetic acid (15.6 mL) with drop wise over 20 minutes under ice-cooling. The resulting mixture was stirred under ice-cooling for 2.5 hours, then added to 0.5 M hydrochloric acid (1800 mL) and extracted with ethyl acetate (1800 mL, 2×800 mL). The extract was washed with saturated sodium hydrogencarbonate aqueous solution (800 mL) and saturated b... Reactants: CCC(CC)(CN)CN, CO, [O-]Cl, [Na+], O, OO. Yields the product CCC1(CC)CN=NC1. Reaction SMILES: [CH2:1]([CH3:2])[C:3]([CH2:4][NH2:5])([CH2:6][NH2:7])[CH2:8][CH3:9].[CH3:16][OH:17].[Cl:12][O-:13].[Na+:14].[OH2:15].[OH:10][OH:11]>>[CH2:1]([CH3:2])[C:3]1([CH2:8][CH3:9])[CH2:4][N:5]=[N:7][CH2:6]1. Starting materials: FC1=CC2=C(N=C(S2)N)C=C1 (6-fluoro-benzothiazol-2-ylamine), COCCBr (2-bromoethyl methyl ether). Product: Br.FC1=CC2=C(N(C(S2)=N)CCOC)C=C1 (6-Fluoro-3-(2-methoxyethyl)-3H-benzothiazol-2-ylideneamine HBr). As a reaction SMILES: [F:1][C:2]1[CH:11]=[CH:10][C:5]2[N:6]=[C:7]([NH2:9])[S:8][C:4]=2[CH:3]=1.[CH3:12][O:13][CH2:14][CH2:15][Br:16]>>[BrH:16].[F:1][C:2]1[CH:11]=[CH:10][C:5]2[N:6]([CH2:15][CH2:14][O:13][CH3:12])[C:7](=[NH:9])[S:8][C:4]=2[CH:3]=1 |f:2.3|. Reported procedure: Commercially available 6-fluoro-benzothiazol-2-ylamine and 2-bromoethyl methyl ether were processed as described for Example 2A to afford the title compound MS (ESI+) m/z 227 (M+H)+.